This data is from the Open Reaction Database (ORD), a public repository of structured organic reaction records. The task is: describe an organic reaction: reactants, conditions, products, and yield Starting materials: COC=1C=C(C=CC=O)C=C(C1O)[N+](=O)[O-] (3-methoxy-4-hydroxy-5-nitrocinnamaldehyde), C(#N)CC(=O)[N-]CC1=CC(=C(C=C1)O)O (N-(cyanoacetyl)3,4-dihydroxybenzylamide). The product is OC=1C=C(CNC(=O)\C(\C#N)=C\C=C\C2=CC(=C(C(=C2)[N+](=O)[O-])O)OC)C=CC1O ((E,E)-2-(3,4-Dihydroxybenzylaminocarbonyl)-3-(3-methoxy-4-hydroxy-5-nitrostyryl)acrylonitrile). Reaction SMILES: [CH3:1][O:2][C:3]1[CH:4]=[C:5]([CH:10]=[C:11]([N+:14]([O-:16])=[O:15])[C:12]=1[OH:13])[CH:6]=[CH:7][CH:8]=O.[C:17]([CH2:19][C:20]([N-:22][CH2:23][C:24]1[CH:29]=[CH:28][C:27]([OH:30])=[C:26]([OH:31])[CH:25]=1)=[O:21])#[N:18]>>[OH:31][C:26]1[CH:25]=[C:24]([CH:29]=[CH:28][C:27]=1[OH:30])[CH2:23][NH:22][C:20](/[C:19](=[CH:8]/[CH:7]=[CH:6]/[C:5]1[CH:10]=[C:11]([N+:14]([O-:16])=[O:15])[C:12]([OH:13])=[C:3]([O:2][CH3:1])[CH:4]=1)/[C:17]#[N:18])=[O:21]. Reported procedure: The compound was prepared as described in Example 3 by adding 3-methoxy-4-hydroxy-5-nitrocinnamaldehyde (22 mg, 0.1 mmol) to N-(cyanoacetyl)3,4-dihydroxybenzylamide (21 mg, 0.1 mmol). After refluxing for 4 h and recrystallization from ethanol-water an orange solid was obtained (19 mg, 46%). The product gave the following analytical data: Starting materials: Cc1ccc(N)cc1C, CN(C)c1ccccn1, O=[N+]([O-])c1cc(S(=O)(=O)Cl)ccc1Cl, c1ccncc1. Product: Cc1ccc(NS(=O)(=O)c2ccc(Cl)c([N+](=O)[O-])c2)cc1C. Reaction SMILES: [CH3:15][c:16]1[cH:17][cH:18][c:19]([NH2:20])[cH:21][c:22]1[CH3:23].[CH3:24][N:25]([c:26]1[cH:27][cH:28][cH:29][cH:30][n:31]1)[CH3:32].[Cl:1][c:2]1[c:3]([N+:12](=[O:13])[O-:14])[cH:4][c:5]([S:8](=[O:9])(=[O:10])[Cl:11])[cH:6][cH:7]1.[cH:33]1[cH:34][cH:35][n:36][cH:37][cH:38]1>>[Cl:1][c:2]1[c:3]([N+:12](=[O:13])[O-:14])[cH:4][c:5]([S:8](=[O:9])(=[O:10])[NH:20][c:19]2[cH:18][cH:17][c:16]([CH3:15])[c:22]([CH3:23])[cH:21]2)[cH:6][cH:7]1. The reactants are FC(OC1=CC=C(C=C1)N1C(C2(CC1)CCNCC2)=O)(F)F (2-(4-trifluoromethoxy-phenyl)-2,8-diaza-spiro[4.5]decan-1-one), O=C(OC(Cl)(Cl)Cl)Cl (diphosgene), C(C)NC1=CC=CC=C1 (ethyl-phenyl-amine). Product: C(C)N(C(=O)N1CCC2(CCN(C2=O)C2=CC=C(C=C2)OC(F)(F)F)CC1)C1=CC=CC=C1 (1-Oxo-2-(4-trifluoromethoxy-phenyl)-2,8-diaza-spiro[4.5]decane-8-carboxylic acid ethyl-phenyl-amide). As a reaction SMILES: [F:1][C:2]([F:22])([F:21])[O:3][C:4]1[CH:9]=[CH:8][C:7]([N:10]2[CH2:14][CH2:13][C:12]3([CH2:19][CH2:18][NH:17][CH2:16][CH2:15]3)[C:11]2=[O:20])=[CH:6][CH:5]=1.O=C(Cl)[O:25][C:26](Cl)(Cl)Cl.[CH2:31]([NH:33][C:34]1[CH:39]=[CH:38][CH:37]=[CH:36][CH:35]=1)[CH3:32]>>[CH2:31]([N:33]([C:34]1[CH:39]=[CH:38][CH:37]=[CH:36][CH:35]=1)[C:26]([N:17]1[CH2:16][CH2:15][C:12]2([C:11](=[O:20])[N:10]([C:7]3[CH:8]=[CH:9][C:4]([O:3][C:2]([F:1])([F:21])[F:22])=[CH:5][CH:6]=3)[CH2:14][CH2:13]2)[CH2:19][CH2:18]1)=[O:25])[CH3:32]. Procedure: This material was prepared in analogy to example 251 step B) from 2-(4-trifluoromethoxy-phenyl)-2,8-diaza-spiro[4.5]decan-1-one, diphosgene and ethyl-phenyl-amine. MS (ESI): 462.4 (MH+). Reactants: [Al+3], [Cl-], [Cl-], [Cl-], COc1c(F)ccc(CCC(=O)O)c1Cl, O=C(Cl)C(=O)Cl, CN(C)C=O, c1ccccc1. Product: COc1c(F)cc2c(c1Cl)CCC2=O. Reaction SMILES: [Al+3:28].[Cl-:27].[Cl-:29].[Cl-:30].[Cl:1][c:2]1[c:3]([CH2:11][CH2:12][C:13](=[O:14])[OH:15])[cH:4][cH:5][c:6]([F:10])[c:7]1[O:8][CH3:9].[Cl:21][C:22]([C:23]([Cl:24])=[O:25])=[O:26].[O:16]=[CH:17][N:18]([CH3:19])[CH3:20].[cH:31]1[cH:32][cH:33][cH:34][cH:35][cH:36]1>>[Cl:1][c:2]1[c:3]2[c:4]([cH:5][c:6]([F:10])[c:7]1[O:8][CH3:9])[C:13](=[O:15])[CH2:12][CH2:11]2. Reactants: OC=1C=C(C=CC1)CC(=O)OCC (Ethyl 2-(3-hydroxyphenyl)acetate), C([O-])([O-])=O.[K+].[K+] (potassium carbonate), C(C1=CC=CC=C1)Br (benzyl bromide). Run in C(C)(=O)OCC (ethyl acetate), CN(C)C=O (DMF). Run at time 16 hour. Yields the product C(C1=CC=CC=C1)OC=1C=C(C=CC1)CC(=O)OCC (Ethyl 2-(3-(benzyloxy)phenyl)acetate). RXN SMILES: [OH:1][C:2]1[CH:3]=[C:4]([CH2:8][C:9]([O:11][CH2:12][CH3:13])=[O:10])[CH:5]=[CH:6][CH:7]=1.C(=O)([O-])[O-].[K+].[K+].[CH2:20](Br)[C:21]1[CH:26]=[CH:25][CH:24]=[CH:23][CH:22]=1>CN(C=O)C.C(OCC)(=O)C>[CH2:20]([O:1][C:2]1[CH:3]=[C:4]([CH2:8][C:9]([O:11][CH2:12][CH3:13])=[O:10])[CH:5]=[CH:6][CH:7]=1)[C:21]1[CH:26]=[CH:25][CH:24]=[CH:23][CH:22]=1 |f:1.2.3|. Reported procedure: To a stirred solution of Ethyl 2-(3-hydroxyphenyl)acetate (3 g, 16.6 mmol) in DMF (25 ml) was added potassium carbonate (2.99 g, 21.6 mmol) at room temperature followed by drop wise addition of benzyl bromide (3.13 g, 18.3 mmol). The reaction mixture was stirred for 16 hours and taken in ethyl acetate, washed with water (2×) and brine. The organic layer was dried over Na2SO4, filtered, concentrated and purified by flash chromatography on a silica gel column (hex:ethyl acetate 4:1) to give the ti... Reactants: C1=CC=CC=2CN(CC3=C(C21)C=CC=C3)C(OCC3OCCCC3)=N (2-tetrahydro-2H-pyranylmethyl 5,7-dihydro-6H-dibenz[c,e]azepine-6-carboximidate), C(C1=CC=CC=C1)(=O)Cl (benzoyl chloride). Product: C(C1=CC=CC=C1)(=O)N=C(OC1OCCCC1)N1CC2=C(C3=C(C1)C=CC=C3)C=CC=C2 (tetrahydro-2H-pyran-2-yl N-(benzoyl)-5,7-dihydro-6H-dibenz[c,e]azepine-6 carboximidate). As a reaction SMILES: [CH:1]1[C:11]2[C:10]3[CH:12]=[CH:13][CH:14]=[CH:15][C:9]=3[CH2:8][N:7]([C:16](=[NH:25])[O:17][CH2:18]C3CCCCO3)[CH2:6][C:5]=2[CH:4]=[CH:3][CH:2]=1.[C:26](Cl)(=[O:33])[C:27]1[CH:32]=[CH:31][CH:30]=[CH:29][CH:28]=1>>[C:26]([N:25]=[C:16]([N:7]1[CH2:8][C:9]2[CH:15]=[CH:14][CH:13]=[CH:12][C:10]=2[C:11]2[CH:1]=[CH:2][CH:3]=[CH:4][C:5]=2[CH2:6]1)[O:17][CH:18]1[CH2:29][CH2:28][CH2:27][CH2:26][O:33]1)(=[O:33])[C:27]1[CH:32]=[CH:31][CH:30]=[CH:29][CH:28]=1. Procedure details: starting from 2-tetrahydro-2H-pyranylmethyl 5,7-dihydro-6H-dibenz[c,e]azepine-6-carboximidate and benzoyl chloride, there is obtained tetrahydro-2H-pyran-2-yl N-(benzoyl)-5,7-dihydro-6H-dibenz[c,e]azepine-6 carboximidate, m.p, 114.5°-117° C.; Starting materials: O=C([O-])[O-], CCOC(=O)C(C)(Cc1cccc(O)c1)Oc1ccccc1, Cc1ccc(S(=O)(=O)OCCC2CN(Cc3ccc(C(F)(F)F)cc3)C(=O)N2C)cc1, [Cs+], [Cs+], CN(C)C=O. The product is CCOC(=O)C(C)(Cc1cccc(OCCC2CN(Cc3ccc(C(F)(F)F)cc3)C(=O)N2C)c1)Oc1ccccc1. As a reaction SMILES: [C:54](=[O:55])([O-:56])[O-:57].[CH2:1]([CH3:2])[O:3][C:4]([C:5]([CH2:6][c:7]1[cH:8][c:9]([OH:13])[cH:10][cH:11][cH:12]1)([O:14][c:15]1[cH:16][cH:17][cH:18][cH:19][cH:20]1)[CH3:21])=[O:22].[CH3:23][N:24]1[C:25](=[O:53])[N:26]([CH2:42][c:43]2[cH:44][cH:45][c:46]([C:49]([F:50])([F:51])[F:52])[cH:47][cH:48]2)[CH2:27][CH:28]1[CH2:29][CH2:30][O:31][S:32]([c:33]1[cH:34][cH:35][c:36]([CH3:37])[cH:38][cH:39]1)(=[O:40])=[O:41].[Cs+:58].[Cs+:59].[O:60]=[CH:61][N:62]([CH3:63])[CH3:64]>>[CH2:1]([CH3:2])[O:3][C:4]([C:5]([CH2:6][c:7]1[cH:8][c:9]([O:13][CH2:30][CH2:29][CH:28]2[N:24]([CH3:23])[C:25](=[O:53])[N:26]([CH2:42][c:43]3[cH:44][cH:45][c:46]([C:49]([F:50])([F:51])[F:52])[cH:47][cH:48]3)[CH2:27]2)[cH:10][cH:11][cH:12]1)([O:14][c:15]1[cH:16][cH:17][cH:18][cH:19][cH:20]1)[CH3:21])=[O:22]. The reactants are CC(C)c1nc2c([N+](=O)[O-])cc(Br)cc2n1Cc1cccc2ccccc12, O=C([O-])[O-], C1COCCN1, [Cs+], [Cs+], C1COCCO1, O=C(C=Cc1ccccc1)C=Cc1ccccc1, O=C(C=Cc1ccccc1)C=Cc1ccccc1, O=C(C=Cc1ccccc1)C=Cc1ccccc1, [Pd], [Pd]. The product is CC(C)c1nc2c([N+](=O)[O-])cc(N3CCOCC3)cc2n1Cc1cccc2ccccc12. RXN SMILES: [Br:1][c:2]1[cH:3][c:4]([N+:25](=[O:26])[O-:27])[c:5]2[c:6]([n:7]([CH2:13][c:14]3[cH:15][cH:16][cH:17][c:18]4[cH:19][cH:20][cH:21][cH:22][c:23]34)[c:8]([CH:10]([CH3:11])[CH3:12])[n:9]2)[cH:24]1.[C:34](=[O:35])([O-:36])[O-:37].[CH2:28]1[CH2:29][O:30][CH2:31][CH2:32][NH:33]1.[Cs+:38].[Cs+:39].[O:40]1[CH2:41][CH2:42][O:43][CH2:44][CH2:45]1.[O:48]=[C:49]([CH:50]=[CH:51][c:52]1[cH:53][cH:54][cH:55][cH:56][cH:57]1)[CH:58]=[CH:59][c:60]1[cH:61][cH:62][cH:63][cH:64][cH:65]1.[O:66]=[C:67]([CH:68]=[CH:69][c:70]1[cH:71][cH:72][cH:73][cH:74][cH:75]1)[CH:76]=[CH:77][c:78]1[cH:79][cH:80][cH:81][cH:82][cH:83]1.[O:84]=[C:85]([CH:86]=[CH:87][c:88]1[cH:89][cH:90][cH:91][cH:92][cH:93]1)[CH:94]=[CH:95][c:96]1[cH:97][cH:98][cH:99][cH:100][cH:101]1.[Pd:46].[Pd:47]>>[c:2]1([N:33]2[CH2:28][CH2:29][O:30][CH2:31][CH2:32]2)[cH:3][c:4]([N+:25](=[O:26])[O-:27])[c:5]2[c:6]([n:7]([CH2:13][c:14]3[cH:15][cH:16][cH:17][c:18]4[cH:19][cH:20][cH:21][cH:22][c:23]34)[c:8]([CH:10]([CH3:11])[CH3:12])[n:9]2)[cH:24]1. The reactants are C(C)(C)(C)NC=O (tert.-butylformamide), ClC1=NC(N=C1Cl)=C(Cl)Cl (4,5-dichloro-2-dichloromethylene-imidazole). Product: C(C)(C)(C)NC(=O)C=1NC(=C(N1)Cl)Cl (4,5-dichloro-imidazole-2-carboxylic acid tert.-butylamide). RXN SMILES: [C:1]([NH:5][CH:6]=[O:7])([CH3:4])([CH3:3])[CH3:2].[Cl:8][C:9]1[C:13]([Cl:14])=[N:12][C:11](=C(Cl)Cl)[N:10]=1>>[C:1]([NH:5][C:6]([C:11]1[NH:10][C:9]([Cl:8])=[C:13]([Cl:14])[N:12]=1)=[O:7])([CH3:4])([CH3:3])[CH3:2]. Reported procedure: Using the method described in Example 29b, the reaction of tert.-butylformamide and 4,5-dichloro-2-dichloromethylene-imidazole gave 4,5-dichloro-imidazole-2-carboxylic acid tert.-butylamide as a crystalline product of melting point 218° C.